This data is from the Open Reaction Database (ORD), a public repository of structured organic reaction records. The task is: describe an organic reaction: reactants, conditions, products, and yield Starting materials: Cl.COC1=CC=C(C=C1)C1=C(C2=CC=C(C=C2C=C1)OC)C=1C=C(C=CC1)OCCCN1CCCCC1 (1-[3-[3-[2-(4-methoxyphenyl)-6-methoxynaphth-1-yl]phenyloxy]propyl]piperidine hydrochloride), B(Br)(Br)Br (BBr3). Yields the product OC1=CC=C(C=C1)C1=C(C2=CC=C(C=C2C=C1)O)C=1C=C(C=CC1)OCCCN1CCCCC1 (1-[3-[3-[2-(4-Hydroxyphenyl)-6-hydroxynaphth-1-yl]phenyloxy]propyl]piperidine). The yield is 91.2%. Reaction SMILES: Cl.C[O:3][C:4]1[CH:9]=[CH:8][C:7]([C:10]2[CH:19]=[CH:18][C:17]3[C:12](=[CH:13][CH:14]=[C:15]([O:20]C)[CH:16]=3)[C:11]=2[C:22]2[CH:23]=[C:24]([O:28][CH2:29][CH2:30][CH2:31][N:32]3[CH2:37][CH2:36][CH2:35][CH2:34][CH2:33]3)[CH:25]=[CH:26][CH:27]=2)=[CH:6][CH:5]=1.B(Br)(Br)Br>>[OH:3][C:4]1[CH:9]=[CH:8][C:7]([C:10]2[CH:19]=[CH:18][C:17]3[C:12](=[CH:13][CH:14]=[C:15]([OH:20])[CH:16]=3)[C:11]=2[C:22]2[CH:23]=[C:24]([O:28][CH2:29][CH2:30][CH2:31][N:32]3[CH2:33][CH2:34][CH2:35][CH2:36][CH2:37]3)[CH:25]=[CH:26][CH:27]=2)=[CH:6][CH:5]=1 |f:0.1|. Procedure: In a manner similar to that used in Example 3, 0.75 g (1.45 mmol) of 1-[3-[3-[2-(4-methoxyphenyl)-6-methoxynaphth-1-yl]phenyloxy]propyl]piperidine hydrochloride and 0.34 mL (3.62 mmol) of BBr3 were converted to 0.6 g of the title compound, isolated a tan amorphous powder. The reactants are [Si](C)(C)(C(C)(C)C)O[C@H]1C[C@@H](CC2=CC=C3[C@@H]4CC=C([C@H](C)O)[C@]4(CC[C@@H]3[C@@]12C)C)O[Si](C)(C)C(C)(C)C (1α,3β-bis(tert-butyldimethylsilyloxy) -20(S)-hydroxypregna-5,7,16-triene), [H-].[Na+] (sodium hydride), [Cl-].[NH4+] (ammonium chloride), CN(C(C=C)=O)C (N,N-dimethylacrylamide). Run in O1CCCC1 (tetrahydrofuran). Reaction conditions: time 30 minute. Product: [Si](C)(C)(C(C)(C)C)O[C@H]1C[C@@H](CC2=CC=C3[C@@H]4CC=C([C@H](C)OCCC(=O)N(C)C)[C@]4(CC[C@@H]3[C@@]12C)C)O[Si](C)(C)C(C)(C)C (1α,3β-bis(tert-butyldimethylsilyloxy)-20(S)-(N,N-dimethylaminocarbonylethoxy)pregna-5,7,16-triene). Isolated yield 96.9%. As a reaction SMILES: [Si:1]([O:8][C@@H:9]1[C@@:28]2([CH3:29])[C:13](=[CH:14][CH:15]=[C:16]3[C@@H:27]2[CH2:26][CH2:25][C@@:24]2([CH3:30])[C@H:17]3[CH2:18][CH:19]=[C:20]2[C@@H:21]([OH:23])[CH3:22])[CH2:12][C@@H:11]([O:31][Si:32]([C:35]([CH3:38])([CH3:37])[CH3:36])([CH3:34])[CH3:33])[CH2:10]1)([C:4]([CH3:7])([CH3:6])[CH3:5])([CH3:3])[CH3:2].[H-].[Na+].[CH3:41][N:42]([CH3:47])[C:43](=[O:46])[CH:44]=[CH2:45].[Cl-].[NH4+]>O1CCCC1>[Si:1]([O:8][C@@H:9]1[C@@:28]2([CH3:29])[C:13](=[CH:14][CH:15]=[C:16]3[C@@H:27]2[CH2:26][CH2:25][C@@:24]2([CH3:30])[C@H:17]3[CH2:18][CH:19]=[C:20]2[C@@H:21]([O:23][CH2:45][CH2:44][C:43]([N:42]([CH3:47])[CH3:41])=[O:46])[CH3:22])[CH2:12][C@@H:11]([O:31][Si:32]([C:35]([CH3:37])([CH3:36])[CH3:38])([CH3:33])[CH3:34])[CH2:10]1)([C:4]([CH3:7])([CH3:6])[CH3:5])([CH3:3])[CH3:2] |f:1.2,4.5|. Procedure: To a solution of 1α,3β-bis(tert-butyldimethylsilyloxy) -20(S)-hydroxypregna-5,7,16-triene (400 mg, 0.72 mmol) in tetrahydrofuran (7.2 ml), sodium hydride (60% in oil, 46 mg, 1.15 mmol) was added and stirred at room temperature for 30 minutes under a nitrogen stream. After addition of N,N-dimethylacrylamide (308 mg, 3.11 mmol), the reaction mixture was further stirred at the same temperature for 3 hours, poured into saturated aqueous ammonium chloride, extracted with ethyl acetate (3 times) and w... Starting materials: C(=O)(N1C=NC=C1)N1C=NC=C1 (carbonyldiimidazole), C(=O)(O)CC=1C(C(=C(NC1C)C)C(=O)O)C1=C(C=CC=C1)Cl (5-carboxymethyl-4-(2-chlorophenyl)-1,4-dihydro-2,6-dimethyl-pyridine-3-carboxylic acid), C=1C=CC(=CC1)N2CCNCC2 (phenylpiperazine). The solvent is O1CCCC1 (tetrahydrofuran), O1CCCC1 (tetrahydrofuran). Conditions: time 30 minute. Yields the product C1(=CC=CC=C1)N1CCN(CC1)C(=O)C1=C(NC(=C(C1C1=C(C=CC=C1)Cl)CC(=O)O)C)C (5-Carboxymethyl-4-(2-chlorophenyl)-1,4-dihydro-2,6-dimethylpyridine-3-carboxylic acid 4-phenyl-piperazide). As a reaction SMILES: C(N1C=CN=C1)(N1C=CN=C1)=O.[C:13]([CH2:16][C:17]1[CH:18]([C:28]2[CH:33]=[CH:32][CH:31]=[CH:30][C:29]=2[Cl:34])[C:19]([C:25]([OH:27])=O)=[C:20]([CH3:24])[NH:21][C:22]=1[CH3:23])([OH:15])=[O:14].[CH:35]1[CH:36]=[CH:37][C:38]([N:41]2[CH2:46][CH2:45][NH:44][CH2:43][CH2:42]2)=[CH:39][CH:40]=1>O1CCCC1>[C:38]1([N:41]2[CH2:46][CH2:45][N:44]([C:25]([C:19]3[CH:18]([C:28]4[CH:33]=[CH:32][CH:31]=[CH:30][C:29]=4[Cl:34])[C:17]([CH2:16][C:13]([OH:15])=[O:14])=[C:22]([CH3:23])[NH:21][C:20]=3[CH3:24])=[O:27])[CH2:43][CH2:42]2)[CH:39]=[CH:40][CH:35]=[CH:36][CH:37]=1. Reported procedure: 1.1 g (6.5 mmol) of carbonyldiimidazole are added to 1.60 g (5 mmol) of 5-carboxymethyl-4-(2-chlorophenyl)-1,4-dihydro-2,6-dimethyl-pyridine-3-carboxylic acid suspended in 20 ml of absolute tetrahydrofuran. The mixture is stirred at room temperature for 30 minutes and at a reflux temperature for 30 minutes. 1.62 g (10 mmol) of phenylpiperazine in 5 ml of absolute tetrahydrofuran are added to the resulting solution. This mixture is heated to reflux for 3.5 hours and then evaporated, the residue i... The reactants are C(=O)(O)[O-].[Na+] (NaHCO3), ClC1=CC=C(C=C1)C(C(=O)C1=CC=C(C=C1)Cl)=O (1,2-Bis-(4-chloro-phenyl)-ethane-1,2-dione), C1(=CC=CC=C1)N1N=CC(=C1N)N (2-phenyl-2H-pyrazole-3,4-diamine), CC=1C=CC(=CC1)S(=O)(=O)O (p-TSA). Solvent: CO (MeOH). Run at temperature 80 celsius. Product: ClC1=CC=C(C=C1)C=1N=C2C(=NC1C1=CC=C(C=C1)Cl)N(N=C2)C2=CC=CC=C2 (5,6-bis-(4-chloro-phenyl)-1-phenyl-1H-pyrazolo[3,4-b]pyrazine). Reaction SMILES: [Cl:1][C:2]1[CH:7]=[CH:6][C:5]([C:8](=O)[C:9]([C:11]2[CH:16]=[CH:15][C:14]([Cl:17])=[CH:13][CH:12]=2)=O)=[CH:4][CH:3]=1.[C:19]1([N:25]2[C:29]([NH2:30])=[C:28]([NH2:31])[CH:27]=[N:26]2)[CH:24]=[CH:23][CH:22]=[CH:21][CH:20]=1.CC1C=CC(S(O)(=O)=O)=CC=1.C([O-])(O)=O.[Na+]>CO>[Cl:1][C:2]1[CH:7]=[CH:6][C:5]([C:8]2[N:31]=[C:28]3[CH:27]=[N:26][N:25]([C:19]4[CH:24]=[CH:23][CH:22]=[CH:21][CH:20]=4)[C:29]3=[N:30][C:9]=2[C:11]2[CH:16]=[CH:15][C:14]([Cl:17])=[CH:13][CH:12]=2)=[CH:4][CH:3]=1 |f:3.4|. Procedure: A mixture of 1,2-bis-(4-chloro-phenyl)-ethane-1,2-dione from Step A (˜20 mg), 2-phenyl-2H-pyrazole-3,4-diamine from Step B (25 mg) and p-TSA in MeOH (1 mL) is heated to 80° C. for 2 h. After cooling down to room temperature, the mixture is treated with saturated aqueous NaHCO3 solution (3 mL) and extracted with EtOAc (3×2 mL). The organic layers are combined and concentrated. The residue is purified by Preparative LC/MS to provide the title compound 5,6-bis-(4-chloro-phenyl)-1-phenyl-1H-pyrazolo... Starting materials: CCOC(=O)c1cc2c3c(Cc4ncc[nH]4)cccc3n(C(C)=O)c2cn1, CCO, [K+], [K+], O=C([O-])[O-]. Product: CCOC(=O)c1cc2c(cn1)[nH]c1cccc(Cc3ncc[nH]3)c12. RXN SMILES: [CH2:1]([CH3:2])[O:3][C:4](=[O:5])[c:6]1[n:7][cH:8][c:9]2[n:10]([C:25](=[O:26])[CH3:27])[c:11]3[cH:12][cH:13][cH:14][c:15]([CH2:19][c:20]4[nH:21][cH:22][cH:23][n:24]4)[c:16]3[c:17]2[cH:18]1.[CH3:34][CH2:35][OH:36].[K+:28].[K+:29].[O-:30][C:31]([O-:32])=[O:33]>>[CH2:1]([CH3:2])[O:3][C:4](=[O:5])[c:6]1[n:7][cH:8][c:9]2[nH:10][c:11]3[cH:12][cH:13][cH:14][c:15]([CH2:19][c:20]4[n:21][cH:22][cH:23][nH:24]4)[c:16]3[c:17]2[cH:18]1. Reactants: CCCCCCCCCCCCN1CCCCC(Br)C1=O, Cc1ccccc1, Cc1cccc(C)n1. Yields the product CCCCCCCCCCCCN1CCCC=CC1=O. RXN SMILES: [Br:1][CH:2]1[C:3](=[O:21])[N:4]([CH2:9][CH2:10][CH2:11][CH2:12][CH2:13][CH2:14][CH2:15][CH2:16][CH2:17][CH2:18][CH2:19][CH3:20])[CH2:5][CH2:6][CH2:7][CH2:8]1.[CH3:30][c:31]1[cH:32][cH:33][cH:34][cH:35][cH:36]1.[n:22]1[c:23]([CH3:24])[cH:25][cH:26][cH:27][c:28]1[CH3:29]>>[CH:2]1=[CH:8][CH2:7][CH2:6][CH2:5][N:4]([CH2:9][CH2:10][CH2:11][CH2:12][CH2:13][CH2:14][CH2:15][CH2:16][CH2:17][CH2:18][CH2:19][CH3:20])[C:3]1=[O:21]. Reactants: C1(=CC(=CC=C1)N)N (m-phenylenediamine), BrC1=CC2=CC=CC=C2C=C1 (2-bromonaphthalene), CC(C)([O-])C.[Na+] (sodium t-butoxide). Reagents/catalysts: C=1C=CC(=CC1)/C=C/C(=O)/C=C/C2=CC=CC=C2.C=1C=CC(=CC1)/C=C/C(=O)/C=C/C2=CC=CC=C2.C=1C=CC(=CC1)/C=C/C(=O)/C=C/C2=CC=CC=C2.[Pd].[Pd] (Pd2 (dba)3), C=1C=CC(=CC1)/C=C/C(=O)/C=C/C2=CC=CC=C2.C=1C=CC(=CC1)/C=C/C(=O)/C=C/C2=CC=CC=C2.C=1C=CC(=CC1)/C=C/C(=O)/C=C/C2=CC=CC=C2.[Pd].[Pd] (tris(dibenzylideneacetone)dipalladium), [CH-]1C=CC=C1P(C2=CC=CC=C2)C3=CC=CC=C3.[CH-]1C=CC=C1P(C2=CC=CC=C2)C3=CC=CC=C3.[Fe+2] (1,1-bis(diphenylphosphino)ferrocene). Solvent: C1(=CC=CC=C1)C (toluene). Yields the product C1=C(C=CC2=CC=CC=C12)NC1=CC(=CC=C1)NC1=CC2=CC=CC=C2C=C1 (N,N′-Di-2-naphthyl-m-phenylenediamine). Isolated yield 84.4%. As a reaction SMILES: [C:1]1([NH2:8])[CH:6]=[CH:5][CH:4]=[C:3]([NH2:7])[CH:2]=1.Br[C:10]1[CH:19]=[CH:18][C:17]2[C:12](=[CH:13][CH:14]=[CH:15][CH:16]=2)[CH:11]=1.[CH3:20][C:21]([CH3:24])([O-])[CH3:22].[Na+]>C1C=CC(/C=C/C(/C=C/C2C=CC=CC=2)=O)=CC=1.C1C=CC(/C=C/C(/C=C/C2C=CC=CC=2)=O)=CC=1.C1C=CC(/C=C/C(/C=C/C2C=CC=CC=2)=O)=CC=1.[Pd].[Pd].[CH-]1C(P(C2C=CC=CC=2)C2C=CC=CC=2)=CC=C1.[CH-]1C(P(C2C=CC=CC=2)C2C=CC=CC=2)=CC=C1.[Fe+2].C1(C)C=CC=CC=1>[CH:11]1[C:12]2[C:17](=[CH:16][CH:15]=[CH:14][CH:13]=2)[CH:18]=[CH:19][C:10]=1[NH:7][C:3]1[CH:4]=[CH:5][CH:6]=[C:1]([NH:8][C:3]2[CH:4]=[CH:5][C:24]3[C:21](=[CH:22][CH:2]=[CH:1][CH:6]=3)[CH:20]=2)[CH:2]=1 |f:2.3,4.5.6.7.8,9.10.11|. Procedure: Into a 100-ml reaction flask were introduced 5.0 g (46.2 mmol) of m-phenylenediamine, 20.1 g (97.1 mmol) of 2-bromonaphthalene, 222 mg of Pd2 (dba)3, i.e., tris(dibenzylideneacetone)dipalladium, 269 mg of 1,1-bis(diphenylphosphino)ferrocene, and 9.5 g (98.9 mmol) of sodium t-butoxide. After the atmosphere in the flask was replaced with nitrogen, 20 ml of toluene was added to the contents. This mixture was reacted at 120° C. overnight. The reaction mixture was cooled to room temperature and the r... As a reaction SMILES: [BH4-:23].[Br:1][c:2]1[cH:3][cH:4][c:5]([CH2:8][N:9]2[C:10](=[O:22])[CH2:11][CH2:12][c:13]3[c:14]2[n:15][c:16]([CH3:21])[n:17][c:18]3[CH:19]=[O:20])[cH:6][cH:7]1.[CH:30]([OH:31])([CH3:32])[CH3:33].[Na+:24].[O:25]1[CH2:26][CH2:27][CH2:28][CH2:29]1>>[Br:1][c:2]1[cH:3][cH:4][c:5]([CH2:8][N:9]2[C:10](=[O:22])[CH2:11][CH2:12][c:13]3[c:14]2[n:15][c:16]([CH3:21])[n:17][c:18]3[CH2:19][OH:20])[cH:6][cH:7]1. Yields the product Cc1nc(CO)c2c(n1)N(Cc1ccc(Br)cc1)C(=O)CC2. Starting materials: [BH4-], Cc1nc(C=O)c2c(n1)N(Cc1ccc(Br)cc1)C(=O)CC2, CC(C)O, [Na+], C1CCOC1. The reactants are COC(Cc1c(C(C)(C)C)[nH]c2cc([N+](=O)[O-])ccc12)OC, O=C([O-])O, ClCCl, [Na+], O=C(O)C(F)(F)F. Yields the product CC(C)(C)c1[nH]c2cc([N+](=O)[O-])ccc2c1CC=O. As a reaction SMILES: [C:1]([CH3:2])([CH3:3])([CH3:4])[c:5]1[nH:6][c:7]2[cH:8][c:9]([N+:20](=[O:21])[O-:22])[cH:10][cH:11][c:12]2[c:13]1[CH2:14][CH:15]([O:16][CH3:19])[O:17][CH3:18].[C:30](=[O:31])([OH:32])[O-:33].[CH2:35]([Cl:36])[Cl:37].[Na+:34].[OH:23][C:24]([C:25]([F:26])([F:27])[F:28])=[O:29]>>[C:1]([CH3:2])([CH3:3])([CH3:4])[c:5]1[nH:6][c:7]2[cH:8][c:9]([N+:20](=[O:21])[O-:22])[cH:10][cH:11][c:12]2[c:13]1[CH2:14][CH:15]=[O:16].